The task is: describe an organic reaction: reactants, conditions, products, and yield. This data is from the Open Reaction Database (ORD), a public repository of structured organic reaction records. The reactants are CC(C)(C)CC(=O)Nc1c(Cl)cc(Br)cc1C(F)(F)F, CC(C)(C)[O-], Cc1ccccc1, CN(C)c1ccccc1-c1ccccc1P(C1CCCCC1)C1CCCCC1, Fc1ccc2c(c1)CCNC2, [K+]. The product is CC(C)(C)CC(=O)Nc1c(Cl)cc(N2CCc3cc(F)ccc3C2)cc1C(F)(F)F. As a reaction SMILES: [Br:46][c:47]1[cH:48][c:49]([Cl:65])[c:50]([NH:57][C:58]([CH2:59][C:60]([CH3:61])([CH3:62])[CH3:63])=[O:64])[c:51]([C:53]([F:54])([F:55])[F:56])[cH:52]1.[CH3:29][C:30]([CH3:31])([O-:32])[CH3:33].[CH3:66][c:67]1[cH:68][cH:69][cH:70][cH:71][cH:72]1.[CH:1]1([P:2]([CH:3]2[CH2:4][CH2:5][CH2:6][CH2:7][CH2:8]2)[c:9]2[cH:10][cH:11][cH:12][cH:13][c:14]2-[c:15]2[cH:16][cH:17][cH:18][cH:19][c:20]2[N:21]([CH3:22])[CH3:23])[CH2:24][CH2:25][CH2:26][CH2:27][CH2:28]1.[F:35][c:36]1[cH:37][c:38]2[c:43]([cH:44][cH:45]1)[CH2:42][NH:41][CH2:40][CH2:39]2.[K+:34]>>[F:35][c:36]1[cH:37][c:38]2[c:43]([cH:44][cH:45]1)[CH2:42][N:41]([c:47]1[cH:48][c:49]([Cl:65])[c:50]([NH:57][C:58]([CH2:59][C:60]([CH3:61])([CH3:62])[CH3:63])=[O:64])[c:51]([C:53]([F:54])([F:55])[F:56])[cH:52]1)[CH2:40][CH2:39]2. Starting materials: CC(C)(C)OC(=O)NCc1cccc(CN(Cc2ccc(Oc3ccc(F)cc3)cc2)S(=O)(=O)c2cc(Cl)cc(Cl)c2O)c1, ClCCl, O=C(O)C(F)(F)F. Product: NCc1cccc(CN(Cc2ccc(Oc3ccc(F)cc3)cc2)S(=O)(=O)c2cc(Cl)cc(Cl)c2O)c1. RXN SMILES: [Cl:1][c:2]1[c:3]([OH:44])[c:4]([S:9](=[O:10])(=[O:11])[N:12]([CH2:13][c:14]2[cH:15][cH:16][c:17]([O:20][c:21]3[cH:22][cH:23][c:24]([F:27])[cH:25][cH:26]3)[cH:18][cH:19]2)[CH2:28][c:29]2[cH:30][c:31]([CH2:32][NH:33][C:34](=[O:35])[O:36][C:37]([CH3:38])([CH3:39])[CH3:40])[cH:41][cH:42][cH:43]2)[cH:5][c:6]([Cl:8])[cH:7]1.[Cl:52][CH2:53][Cl:54].[F:45][C:46]([F:47])([F:48])[C:49]([OH:50])=[O:51]>>[Cl:1][c:2]1[c:3]([OH:44])[c:4]([S:9](=[O:10])(=[O:11])[N:12]([CH2:13][c:14]2[cH:15][cH:16][c:17]([O:20][c:21]3[cH:22][cH:23][c:24]([F:27])[cH:25][cH:26]3)[cH:18][cH:19]2)[CH2:28][c:29]2[cH:30][c:31]([CH2:32][NH2:33])[cH:41][cH:42][cH:43]2)[cH:5][c:6]([Cl:8])[cH:7]1.